The task is: describe an organic reaction: reactants, conditions, products, and yield. This data is from the Open Reaction Database (ORD), a public repository of structured organic reaction records. The reactants are C(C)(C)(C)OC(N[C@H]1C[C@]2([C@H](CN(C2)C(NC)=O)C1)C(=O)N1CC=2C=C(C=NC2CC1)C(F)(F)F)=O (tert-Butyl((3aR,5R,6aR)-2-(methylcarbamoyl)-3a-(3-(trifluoromethyl)-5,6,7,8-tetrahydro-1,6-naphthyridine-6-carbonyl)octahydrocyclopenta[c]pyrrol-5-yl)carbamate). Run in C(=O)(C(F)(F)F)O (TFA), C(Cl)Cl (DCM). The product is N[C@H]1C[C@]2([C@H](CN(C2)C(=O)NC)C1)C(=O)N1CC=2C=C(C=NC2CC1)C(F)(F)F ((3aR,5R,6aR)-5-Amino-N-methyl-3a-(3-(trifluoromethyl)-5,6,7,8-tetrahydro-1,6-naphthyridine-6-carbonyl)hexahydrocyclopenta[c]pyrrole-2(1H)-carboxamide). As a reaction SMILES: C(OC(=O)[NH:7][C@@H:8]1[CH2:19][C@H:11]2[CH2:12][N:13]([C:15](=[O:18])[NH:16][CH3:17])[CH2:14][C@@:10]2([C:20]([N:22]2[CH2:31][CH2:30][C:29]3[N:28]=[CH:27][C:26]([C:32]([F:35])([F:34])[F:33])=[CH:25][C:24]=3[CH2:23]2)=[O:21])[CH2:9]1)(C)(C)C>C(O)(C(F)(F)F)=O.C(Cl)Cl>[NH2:7][C@@H:8]1[CH2:19][C@H:11]2[CH2:12][N:13]([C:15]([NH:16][CH3:17])=[O:18])[CH2:14][C@@:10]2([C:20]([N:22]2[CH2:31][CH2:30][C:29]3[N:28]=[CH:27][C:26]([C:32]([F:35])([F:34])[F:33])=[CH:25][C:24]=3[CH2:23]2)=[O:21])[CH2:9]1. Reported procedure: A solution of the product from Step A (0.08 g, 0.156 mmol) in TFA (1.5 mL) and DCM (1.5 mL) was stirred at rt for 1.5 h. The volatile organic compounds were removed by evaporation, and the residue was diluted with DCM and evaporated again to give the product as a TFA salt. LC/MS: C19H24F3N5O2: m/z 412.5 (M+H). Starting materials: FC=1C(=C2CC(NC2=CC1)=O)C(=CC(C=1NC=C(C1C)C)=O)I (5-fluoro-4-[1-iodo-3-oxo-3-(3,4-dimethyl-1H-pyrrol-2-yl)-propenyl]-1,3-dihydro-indol-2-one), C(C)(C)(C)OC(NCCS)=O (tert-butyl-N-(2-mercaptoethyl)-carbamate), [H-].[Na+] (NaH). Reaction conditions: time 30 minute. Product: C(C)(C)(C)OC(NCCSC=1C=C(C=2C(NC3=CC=C(C1C23)F)=O)C=2NC=C(C2C)C)=O ([2-[6-fluoro-2-oxo-3-(3,4-dimethyl-1H-pyrrol-2-yl)-1,2-dihydro-benzo[cd]indol-5-ylsulfanyl]-ethyl]-carbamic acid tert-butyl ester). RXN SMILES: [F:1][C:2]1[C:3]([C:12](I)=[CH:13][C:14](=O)[C:15]2[NH:16][CH:17]=[C:18]([CH3:21])[C:19]=2[CH3:20])=[C:4]2[C:8](=[CH:9][CH:10]=1)[NH:7][C:6](=[O:11])[CH2:5]2.[H-].[Na+].[C:26]([O:30][C:31](=[O:36])[NH:32][CH2:33][CH2:34][SH:35])([CH3:29])([CH3:28])[CH3:27]>>[C:26]([O:30][C:31](=[O:36])[NH:32][CH2:33][CH2:34][S:35][C:12]1[CH:13]=[C:14]([C:15]2[NH:16][CH:17]=[C:18]([CH3:21])[C:19]=2[CH3:20])[C:5]2[C:6](=[O:11])[NH:7][C:8]3[C:4]=2[C:3]=1[C:2]([F:1])=[CH:10][CH:9]=3)([CH3:29])([CH3:27])[CH3:28] |f:1.2|. Procedure: To a suspension of 5-fluoro-4-[1-iodo-3-oxo-3-(3,4-dimethyl-1H-pyrrol-2-yl)-propenyl]-1,3-dihydro-indol-2-one (from Example 48 above) (1.58 g, 4.0 mmol) in tert-butyl-N-(2-mercaptoethyl)-carbamate (Aldrich, 8 mL) was added NaH (Aldrich, 95%, 0.3 g, 11.8 mmol) in portions at room temperature. After stirring at room temperature for 30 minutes, the reaction mixture was heated to 120° C. for 3 hours. The reaction was quenched by adding brine and ethyl acetate. The organic layer was dried over an hyd... Starting materials: ClC1=CC=NC2=NC=CC=C12 (4-Chloro-[1,8]naphthyridine), NC1=C(C=CC(=C1)OCC1=CC(=CC=C1)Br)SC1=CC=C(C=C1)O (4-[2-Amino-4-(3-bromo-benzyloxy)-phenylsulfanyl]-phenol). The product is BrC=1C=C(COC2=CC(=C(C=C2)SC2=CC=C(C=C2)O)NC2=CC=NC3=NC=CC=C23)C=CC1 (4-[4-(3-Bromo-benzyloxy)-2-([1,8]naphthyridin-4-ylamino)-phenylsulfanyl]-phenol). As a reaction SMILES: Cl[C:2]1[C:11]2[C:6](=[N:7][CH:8]=[CH:9][CH:10]=2)[N:5]=[CH:4][CH:3]=1.[NH2:12][C:13]1[CH:18]=[C:17]([O:19][CH2:20][C:21]2[CH:26]=[CH:25][CH:24]=[C:23]([Br:27])[CH:22]=2)[CH:16]=[CH:15][C:14]=1[S:28][C:29]1[CH:34]=[CH:33][C:32]([OH:35])=[CH:31][CH:30]=1>>[Br:27][C:23]1[CH:22]=[C:21]([CH:26]=[CH:25][CH:24]=1)[CH2:20][O:19][C:17]1[CH:16]=[CH:15][C:14]([S:28][C:29]2[CH:34]=[CH:33][C:32]([OH:35])=[CH:31][CH:30]=2)=[C:13]([NH:12][C:2]2[C:11]3[C:6](=[N:7][CH:8]=[CH:9][CH:10]=3)[N:5]=[CH:4][CH:3]=2)[CH:18]=1. Reported procedure: The product from Example 16c (50 mg, 0.30 mmol) was reacted with 4-[2-Amino-4-(3-bromo-benzyloxy)-phenylsulfanyl]-phenol (120 mg, 0.30 mmol) for 40 h following the procedure from Example 1g giving the crude title compound which was purified by HPLC with TFA providing the product as a trifluoroacetic acid (87 mg, 45%). 1H NMR (300 MHz, DMSO-d6) δ ppm: 5.15 (s, 2H) 6.30 (d, J=6.99 Hz, 1H) 6.66 (d, J=8.83 Hz, 2H) 7.08-7.47 (m, 6H) 7.56 (d, J=7.72 Hz, 1H) 7.65 (m, 1H) 7.92 (dd, J=4.41 Hz, J=8.46 Hz,... Reactants: compound, ClC=1C2=C(N=CN1)C=CC(=N2)Cl (4,6-dichloro-pyrido[3,2-d]pyrimidine), SC=1SC=NN1 (2-mercapto-[1,3,4]thiadiazole), N1=C(SC2=NC=CC=C21)N (thiazolo[5,4-b]pyridin-2-yl-amine). Product: S1C(=NN=C1)SC=1C=CC=2N=CN=C(C2N1)NC=1SC2=NC=CC=C2N1 ([6-(1,3,4-Thiadiazol-2-ylsulfanyl)-pyrido[3,2-d]-pyrimidin-4-yl]-thiazolo[5,4-b]pyridin-2-yl-amine). RXN SMILES: [SH:1][C:2]1[S:3][CH:4]=[N:5][N:6]=1.[N:7]1[C:15]2[C:10](=[N:11][CH:12]=[CH:13][CH:14]=2)[S:9][C:8]=1[NH2:16].Cl[C:18]1[C:19]2[N:27]=[C:26](Cl)[CH:25]=[CH:24][C:20]=2[N:21]=[CH:22][N:23]=1>>[S:3]1[CH:4]=[N:5][N:6]=[C:2]1[S:1][C:26]1[CH:25]=[CH:24][C:20]2[N:21]=[CH:22][N:23]=[C:18]([NH:16][C:8]3[S:9][C:10]4[C:15]([N:7]=3)=[CH:14][CH:13]=[CH:12][N:11]=4)[C:19]=2[N:27]=1. Procedure details: The compound of Example 52 was manufactured by the same method as in Example 31, by a similar method thereto or by a combination of such a method with a conventional method using 2-mercapto-[1,3,4]thiadiazole, thiazolo[5,4-b]pyridin-2-yl-amine and 4,6-dichloro-pyrido[3,2-d]pyrimidine. Reactants: CS(C)=O, O=C(O)C1(C(=O)O)CC(Cc2ccc(-c3nc4ccc(C5(c6ccccc6)CC5)nc4s3)c(F)c2)C1, O. Product: O=C(O)C1CC(Cc2ccc(-c3nc4ccc(C5(c6ccccc6)CC5)nc4s3)c(F)c2)C1. RXN SMILES: [CH3:37][S:38]([CH3:39])=[O:40].[F:1][c:2]1[cH:3][c:4]([CH2:26][CH:27]2[CH2:28][C:29]([C:31](=[O:32])[OH:33])([C:34]([OH:35])=[O:36])[CH2:30]2)[cH:5][cH:6][c:7]1-[c:8]1[s:9][c:10]2[n:11][c:12]([C:17]3([c:20]4[cH:21][cH:22][cH:23][cH:24][cH:25]4)[CH2:18][CH2:19]3)[cH:13][cH:14][c:15]2[n:16]1.[OH2:41]>>[F:1][c:2]1[cH:3][c:4]([CH2:26][CH:27]2[CH2:28][CH:29]([C:31](=[O:32])[OH:33])[CH2:30]2)[cH:5][cH:6][c:7]1-[c:8]1[s:9][c:10]2[n:11][c:12]([C:17]3([c:20]4[cH:21][cH:22][cH:23][cH:24][cH:25]4)[CH2:18][CH2:19]3)[cH:13][cH:14][c:15]2[n:16]1. Starting materials: CC(CO[Si](C)(C)C(C)(C)C)OCC(Oc1ncnc2c1cnn2-c1ncccc1Cl)C(=O)Nc1ccc(F)cn1, C1CCOC1, CCCC[N+](CCCC)(CCCC)CCCC, [F-]. Yields the product CC(CO)OCC(Oc1ncnc2c1cnn2-c1ncccc1Cl)C(=O)Nc1ccc(F)cn1. Reaction SMILES: [C:19]([Si:20]([CH3:21])([CH3:22])[O:24][CH2:25][CH:26]([CH3:27])[O:28][CH2:29][CH:30]([C:31](=[O:32])[NH:33][c:34]1[n:35][cH:36][c:37]([F:40])[cH:38][cH:39]1)[O:41][c:42]1[c:43]2[c:44]([n:45][cH:46][n:47]1)[n:48](-[c:51]1[n:52][cH:53][cH:54][cH:55][c:56]1[Cl:57])[n:49][cH:50]2)([CH3:23])([CH3:58])[CH3:59].[CH2:60]1[O:61][CH2:62][CH2:63][CH2:64]1.[CH3:2][CH2:3][CH2:4][CH2:5][N+:6]([CH2:7][CH2:8][CH2:9][CH3:10])([CH2:11][CH2:12][CH2:13][CH3:14])[CH2:15][CH2:16][CH2:17][CH3:18].[F-:1]>>[OH:24][CH2:25][CH:26]([CH3:27])[O:28][CH2:29][CH:30]([C:31](=[O:32])[NH:33][c:34]1[n:35][cH:36][c:37]([F:40])[cH:38][cH:39]1)[O:41][c:42]1[c:43]2[c:44]([n:45][cH:46][n:47]1)[n:48](-[c:51]1[n:52][cH:53][cH:54][cH:55][c:56]1[Cl:57])[n:49][cH:50]2. Starting materials: Cc1nc2cccc(CNC(=O)OC(C)(C)C)c2c(=O)n1C1CCC(=O)NC1=O, ClCCl, CO, Cl. Yields the product Cl, Cc1nc2cccc(CN)c2c(=O)n1C1CCC(=O)NC1=O. Reaction SMILES: [C:1]([O:2][C:3](=[O:4])[NH:7][CH2:8][c:9]1[c:10]2[c:11](=[O:28])[n:12]([CH:20]3[C:21](=[O:27])[NH:22][C:23](=[O:26])[CH2:24][CH2:25]3)[c:13]([CH3:19])[n:14][c:15]2[cH:16][cH:17][cH:18]1)([CH3:5])([CH3:6])[CH3:29].[CH2:33]([Cl:34])[Cl:35].[CH3:31][OH:32].[ClH:30]>>[ClH:30].[NH2:7][CH2:8][c:9]1[c:10]2[c:11](=[O:28])[n:12]([CH:20]3[C:21](=[O:27])[NH:22][C:23](=[O:26])[CH2:24][CH2:25]3)[c:13]([CH3:19])[n:14][c:15]2[cH:16][cH:17][cH:18]1.